The task is: describe an organic reaction: reactants, conditions, products, and yield. This data is from the Open Reaction Database (ORD), a public repository of structured organic reaction records. The reactants are C(C1=CC=CC=C1)OC1=CC(=C(C(=O)OC)C=C1C(C)C)OCOC (methyl 4-benzyloxy-5-isopropyl-2-(methoxymethyloxy)benzoate). Reagents/catalysts: [Pd] (palladium on carbon). Solvent: CO (methanol). Run at time 16 hour. The product is OC1=CC(=C(C(=O)OC)C=C1C(C)C)OCOC (methyl 4-hydroxy-5-isopropyl-2-(methoxymethyloxy)benzoate). Reaction SMILES: C([O:8][C:9]1[C:18]([CH:19]([CH3:21])[CH3:20])=[CH:17][C:12]([C:13]([O:15][CH3:16])=[O:14])=[C:11]([O:22][CH2:23][O:24][CH3:25])[CH:10]=1)C1C=CC=CC=1>CO.[Pd]>[OH:8][C:9]1[C:18]([CH:19]([CH3:21])[CH3:20])=[CH:17][C:12]([C:13]([O:15][CH3:16])=[O:14])=[C:11]([O:22][CH2:23][O:24][CH3:25])[CH:10]=1. Reported procedure: The crude methyl 4-benzyloxy-5-isopropyl-2-(methoxymethyloxy)benzoate was dissolved in methanol (20 ml), 10% palladium on carbon (160 mg) was added and the mixture was stirred at room temperature under a hydrogen atmosphere for 16 hours. The mixture was filtered, the catalyst was rinsed with methanol (3×5 ml) and the combined filtrates were evaporated in vacuo to afford crude methyl 4-hydroxy-5-isopropyl-2-(methoxymethyloxy)benzoate as a colourless oily solid that was used in the next step witho... Reactants: C(=O)C1=C2CN(CC2=CC=C1)C(=O)OC(C)(C)C (tert-butyl 4-formyl-1,3-dihydro-2H-isoindole-2-carboxylate), [BH4-].[Na+] (sodium borohydride), O (water), C(C)(=O)OCC (ethyl acetate). Run in CO (methanol). Reaction conditions: time 8 hour. Product: OCC1=C2CN(CC2=CC=C1)C(=O)OC(C)(C)C (tert-butyl 4-(hydroxymethyl)-1,3-dihydro-2H-isoindole-2-carboxylate). Yield: 60.4%. RXN SMILES: [CH:1]([C:3]1[CH:11]=[CH:10][CH:9]=[C:8]2[C:4]=1[CH2:5][N:6]([C:12]([O:14][C:15]([CH3:18])([CH3:17])[CH3:16])=[O:13])[CH2:7]2)=[O:2].[BH4-].[Na+].O.C(OCC)(=O)C>CO>[OH:2][CH2:1][C:3]1[CH:11]=[CH:10][CH:9]=[C:8]2[C:4]=1[CH2:5][N:6]([C:12]([O:14][C:15]([CH3:18])([CH3:17])[CH3:16])=[O:13])[CH2:7]2 |f:1.2|. Procedure details: To a solution of 350 mg of tert-butyl 4-formyl-1,3-dihydro-2H-isoindole-2-carboxylate in 11 mL of methanol was added 134 mg of sodium borohydride under ice-cooling, followed by stirring at room temperature overnight. To the reaction mixture were added water and ethyl acetate and the aqueous layer was separated. The obtained organic layer was washed with saturated brine and then dried over anhydrous magnesium sulfate. The solvent was evaporated under reduced pressure to obtain 213 mg of tert-buty... Starting materials: Cl.C(CC)NC(C(=O)OCC)CC1=CC=C(C=C1)OCCNC(C1=CC=C(C=C1)C1=NC=CC=C1)=O (Ethyl 2-propylamino-3-[4-[2-(4-pyridine-2-ylbenzoylamino)ethoxy]phenyl]propionate hydrochloride), product, [OH-].[Na+] (sodium hydroxide). Run in CO (methanol). Yields the product C(CC)NC(C(=O)O)CC1=CC=C(C=C1)OCCNC(C1=CC=C(C=C1)C1=NC=CC=C1)=O (2-Propylamino-3-[4-[2-(4-pyridine-2-ylbenzoylamino)ethoxy]phenyl]propionic acid). RXN SMILES: Cl.[CH2:2]([NH:5][CH:6]([CH2:12][C:13]1[CH:18]=[CH:17][C:16]([O:19][CH2:20][CH2:21][NH:22][C:23](=[O:36])[C:24]2[CH:29]=[CH:28][C:27]([C:30]3[CH:35]=[CH:34][CH:33]=[CH:32][N:31]=3)=[CH:26][CH:25]=2)=[CH:15][CH:14]=1)[C:7]([O:9]CC)=[O:8])[CH2:3][CH3:4].[OH-].[Na+]>CO>[CH2:2]([NH:5][CH:6]([CH2:12][C:13]1[CH:14]=[CH:15][C:16]([O:19][CH2:20][CH2:21][NH:22][C:23](=[O:36])[C:24]2[CH:25]=[CH:26][C:27]([C:30]3[CH:35]=[CH:34][CH:33]=[CH:32][N:31]=3)=[CH:28][CH:29]=2)=[CH:17][CH:18]=1)[C:7]([OH:9])=[O:8])[CH2:3][CH3:4] |f:0.1,2.3|. Procedure details: Ethyl 2-propylamino-3-[4-[2-(4-pyridine-2-ylbenzoylamino)ethoxy]phenyl]propionate hydrochloride, which is the product of Example 183(b) is hydrolyzed by sodium hydroxide in methanol to give the title compound. As a reaction SMILES: N1CCCC1.N1(CC(=C)C(=[O:16])C)CCCCC1.[N:18]1([CH2:24][CH:25]([CH2:29][N:30]2[CH2:35][CH2:34][CH2:33][CH2:32][CH2:31]2)[C:26]([CH3:28])=[O:27])[CH2:23][CH2:22]C[CH2:20][CH2:19]1>>[CH2:19]([N:18]([CH2:24][CH:25]([CH2:29][N:30]1[CH2:35][CH2:34][CH:33]([OH:16])[CH2:32][CH2:31]1)[C:26](=[O:27])[CH3:28])[CH2:23][CH3:22])[CH3:20]. Procedure details: The intermediate olefinic ketone is prepared by the procedure of H. M. E. Carwell [J. Chem. Soc., 1058 (1950)]. The ketone obtained from A., 22.8 g., in 25 ml. of ethanol was added to a solution of 25 g. of anhydrous oxalic acid in 75 ml. of ethanol. The mixture was cooled to 0° C., filtered to remove diethylamine hydrogen oxalate and the mother liquor evaporated to dryness under reduced pressure. The residue was dissolved in a little water, treated with potassium carbonate and extracted with et... Product: C(C)N(CC)CC(C(C)=O)CN1CCC(CC1)O (3-Diethylaminomethyl-4-(4-hydroxypiperidino)butan-2-one). Reactants: 3-disubstituted aminomethylbut-3-en-2-ones, N1(CCCCC1)CC(C(C)=O)=C (3-(piperidinomethyl)but-3-en-2-one), N1(CCCCC1)CC(C(=O)C)CN1CCCCC1 (1,1-bis(-piperidinomethyl)acetone), disubstituted amino, N1CCCC1 (pyrrolidine). Reactants: CCCCP(CCCC)CCCC, ClCCl, CN1CCCC(CO)C1, COc1cc2c(Nc3ccc(Cl)cc3F)ncnc2cc1O. Product: COc1cc2c(Nc3ccc(Cl)cc3F)ncnc2cc1OCC1CCCN(C)C1. As a reaction SMILES: [CH2:32]([P:33]([CH2:34][CH2:35][CH2:36][CH3:37])[CH2:38][CH2:39][CH2:40][CH3:41])[CH2:42][CH2:43][CH3:44].[CH2:45]([Cl:46])[Cl:47].[CH3:23][N:24]1[CH2:25][CH:26]([CH2:30][OH:31])[CH2:27][CH2:28][CH2:29]1.[Cl:1][c:2]1[cH:3][c:4]([F:22])[c:5]([NH:6][c:7]2[n:8][cH:9][n:10][c:11]3[cH:12][c:13]([OH:19])[c:14]([O:17][CH3:18])[cH:15][c:16]23)[cH:20][cH:21]1>>[Cl:1][c:2]1[cH:3][c:4]([F:22])[c:5]([NH:6][c:7]2[n:8][cH:9][n:10][c:11]3[cH:12][c:13]([O:19][CH2:30][CH:26]4[CH2:25][N:24]([CH3:23])[CH2:29][CH2:28][CH2:27]4)[c:14]([O:17][CH3:18])[cH:15][c:16]23)[cH:20][cH:21]1. The reactants are O=C(N1CCc2ccc(S(=O)(=O)F)cc2CC1)C(F)(F)F, O=C1CCC(=O)N1I, [Na+], [Na+], [Na+], O=C([O-])O, O=S(=O)(O)C(F)(F)F, O=S([O-])[O-]. The product is O=C(N1CCc2cc(S(=O)(=O)F)cc(I)c2CC1)C(F)(F)F. As a reaction SMILES: [F:1][C:2]([C:3](=[O:4])[N:5]1[CH2:6][CH2:7][c:8]2[c:9]([cH:12][cH:13][c:14]([S:16](=[O:17])(=[O:18])[F:19])[cH:15]2)[CH2:10][CH2:11]1)([F:20])[F:21].[I:22][N:23]1[C:24](=[O:25])[CH2:26][CH2:27][C:28]1=[O:29].[Na+:30].[Na+:39].[Na+:40].[OH:31][C:32](=[O:33])[O-:34].[OH:41][S:42]([C:43]([F:44])([F:45])[F:46])(=[O:47])=[O:48].[S:35]([O-:36])([O-:37])=[O:38]>>[F:1][C:2]([C:3](=[O:4])[N:5]1[CH2:6][CH2:7][c:8]2[c:9]([c:12]([I:22])[cH:13][c:14]([S:16](=[O:17])(=[O:18])[F:19])[cH:15]2)[CH2:10][CH2:11]1)([F:20])[F:21].